Dataset: the Open Reaction Database (ORD), a public repository of structured organic reaction records. Task: describe an organic reaction: reactants, conditions, products, and yield The reactants are ClC1=NC=CN=C1Cl (2,3-dichloropyrazine), NCC1CCN(CC1)C(=O)OCC1=CC=C(C=C1)F (4-fluorobenzyl 4-(aminomethyl)piperidine-1-carboxylate), NCC1CCN(CC1)C(=O)OCC1=CC=C(C=C1)F (4-fluorobenzyl 4-(aminomethyl)piperidine-1-carboxylate). Run in C(C)(=O)OCC (ethyl acetate). Reaction conditions: temperature 110 celsius. Product: FC1=CC=C(COC(=O)N2CCC(CC2)CNC2=NC=CN=C2Cl)C=C1 (4-[(3-chloro-pyrazin-2-ylamino)-methyl]-piperidine-1-carboxylic acid 4-fluoro-benzyl ester). RXN SMILES: Cl[C:2]1[C:7]([Cl:8])=[N:6][CH:5]=[CH:4][N:3]=1.[NH2:9][CH2:10][CH:11]1[CH2:16][CH2:15][N:14]([C:17]([O:19][CH2:20][C:21]2[CH:26]=[CH:25][C:24]([F:27])=[CH:23][CH:22]=2)=[O:18])[CH2:13][CH2:12]1>C(OCC)(=O)C>[F:27][C:24]1[CH:25]=[CH:26][C:21]([CH2:20][O:19][C:17]([N:14]2[CH2:15][CH2:16][CH:11]([CH2:10][NH:9][C:2]3[C:7]([Cl:8])=[N:6][CH:5]=[CH:4][N:3]=3)[CH2:12][CH2:13]2)=[O:18])=[CH:22][CH:23]=1. Procedure: To 2,3-dichloropyrazine (0.160 gm, 0.00107 mol) was added 4-fluorobenzyl 4-(aminomethyl)piperidine-1-carboxylate (INTERMEDIATE 2C) (0.86 gm, 0.00322 mol) and the resulting mixture heated under nitrogen at 110° C. for 30 min. The reaction was cooled, diluted with ethyl acetate (50 mL), and washed with 10% aqueous sodium/citric acid pH=5.2 (3×30 mL), and 10% aqueous sodium bicarbonate (30 mL). The ethyl acetate extract was dried over sodium sulfate, filtered through a pad of silica and concentrate... Reactants: COC(=O)C(Cc1ccc(-c2ccccc2)cc1)NC(=O)OC(C)(C)C, CCOC(C)=O, Cl. Product: Cl, COC(=O)C(N)Cc1ccc(-c2ccccc2)cc1. RXN SMILES: [C:1]([O:2][C:3](=[O:4])[NH:8][CH:9]([C:10](=[O:11])[O:12][CH3:13])[CH2:14][c:15]1[cH:16][cH:17][c:18](-[c:21]2[cH:22][cH:23][cH:24][cH:25][cH:26]2)[cH:19][cH:20]1)([CH3:5])([CH3:6])[CH3:7].[CH3:28][CH2:29][O:30][C:31](=[O:32])[CH3:33].[ClH:27]>>[ClH:27].[NH2:8][CH:9]([C:10](=[O:11])[O:12][CH3:13])[CH2:14][c:15]1[cH:16][cH:17][c:18](-[c:21]2[cH:22][cH:23][cH:24][cH:25][cH:26]2)[cH:19][cH:20]1.